describe an organic reaction: reactants, conditions, products, and yield From a dataset of the Open Reaction Database (ORD), a public repository of structured organic reaction records. The reactants are PdCl2 (PPh3)2, C(=O)([O-])[O-].[Cs+].[Cs+] (Cs2CO3), BrC1=CC=C(O1)CO (5-bromo-2-hydroxymethylfuran), C1(=CC=CC=C1)B(O)O (phenylboronic acid). The solvent is CN(C)C=O (DMF), C(C)(=O)OCC (ethyl acetate). Run at temperature 80 celsius. Yields the product C1(=CC=CC=C1)C1=CC=C(O1)CO (5-phenyl-2-hydroxymethylfuran). Isolated yield 34.6%. Reaction SMILES: Br[C:2]1[O:6][C:5]([CH2:7][OH:8])=[CH:4][CH:3]=1.[C:9]1(B(O)O)[CH:14]=[CH:13][CH:12]=[CH:11][CH:10]=1.C([O-])([O-])=O.[Cs+].[Cs+]>CN(C=O)C.C(OCC)(=O)C>[C:9]1([C:2]2[O:6][C:5]([CH2:7][OH:8])=[CH:4][CH:3]=2)[CH:14]=[CH:13][CH:12]=[CH:11][CH:10]=1 |f:2.3.4|. Reported procedure: The 5-bromo-2-hydroxymethylfuran prepared in Example 327A (1.012 g, 5.72 mmol) was dissolved in 10 mL of DMF and PdCl2 (PPh3)2 (401 mg, 0.57 mmol) was added followed by phenylboronic acid (1.39 g, 11.4 mmol) and Cs2CO3 (3.71 g, 11.4 mmol) and the reaction was heated at 80° C. under N2 for 12 hours. The reaction mixture was taken up in ethyl acetate and washed with water (3×) and brine (3×), dried over Na2SO4, filtered and evaporated to a brown oil that was purified by flash chromatography (50% e...